From a dataset of the Open Reaction Database (ORD), a public repository of structured organic reaction records. describe an organic reaction: reactants, conditions, products, and yield The reactants are Ferrous chloride, [Li]C (MeLi), CC([C@H]1CC[C@H]2[C@@H]3CC[C@H]4CC(CC[C@]4(C)[C@H]3CC[C@]12C)=O)=O (5α-pregnane 3,20-dione). The solvent is C1(=CC=CC=C1)C (toluene). Run at temperature -25 celsius, time 5 hour. Yields the product CC(=O)[C@H]1CC[C@@H]2[C@@]1(CC[C@H]3[C@H]2CC[C@@H]4[C@@]3(CC[C@@](C4)(C)O)C)C (ganaxolone). As a reaction SMILES: [Li][CH3:2].[CH3:3][C:4](=[O:25])[C@@H:5]1[C@:22]2([CH3:23])[C@H:8]([C@H:9]3[C@H:19]([CH2:20][CH2:21]2)[C@:17]2([CH3:18])[C@H:12]([CH2:13][C:14](=[O:24])[CH2:15][CH2:16]2)[CH2:11][CH2:10]3)[CH2:7][CH2:6]1>C1(C)C=CC=CC=1>[CH3:3][C:4]([C@@H:5]1[C@@:22]2([CH3:23])[CH2:21][CH2:20][C@@H:19]3[C@@:17]4([CH3:18])[CH2:16][CH2:15][C@:14]([OH:24])([CH3:2])[CH2:13][C@@H:12]4[CH2:11][CH2:10][C@H:9]3[C@@H:8]2[CH2:7][CH2:6]1)=[O:25]. Procedure details: Ferrous chloride (4 g) is reacted with MeLi (3 equiv. based on FeCl2) in toluene (anhydrous, 200 mL) at −25° C. under nitrogen. 5α-pregnane 3,20-dione (10 g) is then added to this mixture. The mixture is stirred at −25° C. for 5 h. It is quenched by adding acetic acid (32 mL). The mixture is concentrated in vacuo and the residue is stirred in 3N HCl (200 mL) for 6 h. The solid is collected by filtration, washed with water and dried. The crude product is dissolved in THF (33 mL) at reflux and fil... Yields the product C(C)OC(CC1(CC1)C1=CC=C(C=C1)C1=CC=C(C=C1)C1=C(C(=NO1)C)NC(=O)OC(C)(C)C)=O ({1-[4′-(4-tert-Butoxycarbonylamino-3-methyl-isoxazol-5-yl)-biphenyl-4-yl]-cyclopropyl}-acetic acid ethyl ester). RXN SMILES: [C:1]([O:5][C:6](=[O:21])[NH:7][C:8]1[C:9]([CH3:20])=[N:10][O:11][C:12]=1[C:13]1[CH:18]=[CH:17][C:16](Br)=[CH:15][CH:14]=1)([CH3:4])([CH3:3])[CH3:2].[CH2:22]([O:24][C:25](=[O:45])[CH2:26][C:27]1([C:30]2[CH:35]=[CH:34][C:33](B3OC(C)(C)C(C)(C)O3)=[CH:32][CH:31]=2)[CH2:29][CH2:28]1)[CH3:23]>>[CH2:22]([O:24][C:25](=[O:45])[CH2:26][C:27]1([C:30]2[CH:35]=[CH:34][C:33]([C:16]3[CH:17]=[CH:18][C:13]([C:12]4[O:11][N:10]=[C:9]([CH3:20])[C:8]=4[NH:7][C:6]([O:5][C:1]([CH3:4])([CH3:3])[CH3:2])=[O:21])=[CH:14][CH:15]=3)=[CH:32][CH:31]=2)[CH2:29][CH2:28]1)[CH3:23]. Starting materials: C(C)(C)(C)OC(NC=1C(=NOC1C1=CC=C(C=C1)Br)C)=O ([5-(4-bromo-phenyl)-3-methyl-isoxazol-4-yl]-carbamic acid tert-butyl ester), C(C)OC(CC1(CC1)C1=CC=C(C=C1)B1OC(C(O1)(C)C)(C)C)=O ({1-[4-(4,4,5,5-tetramethyl-[1,3,2]dioxaborolan-2-yl)-phenyl]-cyclopropyl}-acetic acid ethyl ester). Reported procedure: Prepared according to the procedure described in Example 42, Step 2, using [5-(4-bromo-phenyl)-3-methyl-isoxazol-4-yl]-carbamic acid tert-butyl ester and {1-[4-(4,4,5,5-tetramethyl-[1,3,2]dioxaborolan-2-yl)-phenyl]-cyclopropyl}-acetic acid ethyl ester. The reactants are C(C)OC(C(CCCNC(=O)OC(C)(C)C)NC(=O)N1C(=O)NC(=O)C(C)=C1)=O (2-(Thymin-1-ylcarbonylamino)-5-(t-butyloxycarbonylamino)pentanoic acid ethyl ester), solution, HC1. Run in C(C)O (ethanol), [OH-].[Na+] (sodium hydroxide). Conditions: time 12 hour. The product is N1(C(=O)NC(=O)C(C)=C1)C(=O)NC(C(=O)O)CCCNC(=O)OC(C)(C)C (2-(Thymin-1-ylcarbonylamino)-5-(t-butyloxycarbonyl-amino)pentanoic acid). Reaction SMILES: C([O:3][C:4](=[O:29])[CH:5]([NH:17][C:18]([N:20]1[CH:28]=[C:26]([CH3:27])[C:24](=[O:25])[NH:23][C:21]1=[O:22])=[O:19])[CH2:6][CH2:7][CH2:8][NH:9][C:10]([O:12][C:13]([CH3:16])([CH3:15])[CH3:14])=[O:11])C>C(O)C.[OH-].[Na+]>[N:20]1([C:18]([NH:17][CH:5]([CH2:6][CH2:7][CH2:8][NH:9][C:10]([O:12][C:13]([CH3:16])([CH3:15])[CH3:14])=[O:11])[C:4]([OH:29])=[O:3])=[O:19])[CH:28]=[C:26]([CH3:27])[C:24](=[O:25])[NH:23][C:21]1=[O:22] |f:2.3|. Procedure details: The product from Example 11, 15, is dissolved in ethanol (500 mL) and to this added 2M sodium hydroxide (50 mL) and the reaction stirred for 12 hours. The reaction is neutralized with 2M HC1 solution (50 mL) and evaporated to a small volume. This residue is diluted with water (250 mL) and extracted with dichloromethane (4×100 mL), dried, filtered, and evaporated to give a solid. Reactants: C(C)OC(C(C(C(F)(F)F)=O)Cl)=O (2-chloro-4,4,4-trifluoro-3-oxo-butyric acid ethyl ester), C(C1=CC=CC=C1)(=O)N (benzamide). The solvent is C(C)O (ethanol). Yields the product C1(=CC=CC=C1)C=1OC(=C(N1)C(F)(F)F)C(=O)O (2-Phenyl-4-trifluoromethyl-oxazole-5-carboxylic acid), C(C)OC(=O)C1C(N=C(O1)C1=CC=CC=C1)(C(F)(F)F)O (4-hydroxy-2-phenyl-4-trifluoromethyl-4,5-dihydro-oxazole-5-carboxylic acid ethyl ester). Yield: 75.5%. Reaction SMILES: [CH2:1]([O:3][C:4](=[O:13])[CH:5](Cl)[C:6](=[O:11])[C:7]([F:10])([F:9])[F:8])[CH3:2].[C:14]([NH2:22])(=[O:21])[C:15]1[CH:20]=[CH:19][CH:18]=[CH:17][CH:16]=1>C(O)C>[C:15]1([C:14]2[O:21][C:5]([C:4]([OH:3])=[O:13])=[C:6]([C:7]([F:8])([F:9])[F:10])[N:22]=2)[CH:20]=[CH:19][CH:18]=[CH:17][CH:16]=1.[CH2:1]([O:3][C:4]([CH:5]1[O:21][C:14]([C:15]2[CH:20]=[CH:19][CH:18]=[CH:17][CH:16]=2)=[N:22][C:6]1([OH:11])[C:7]([F:10])([F:9])[F:8])=[O:13])[CH3:2]. Reported procedure: 2-Phenyl-4-trifluoromethyl-oxazole-5-carboxylic acid was prepared according to the procedure described in Bioorg. Med. Chem. Lett. 2003, 13, 1517. A solution of 2-chloro-4,4,4-trifluoro-3-oxo-butyric acid ethyl ester (436 mg, 2 mmol) and benzamide (484 mg, 4 mmol) in ethanol (6 mL) in a sealed tube was heated at 120 degrees for 30 h. After cooling to room temperature, the reaction mixture was concentrated and purified by flash chromatography (silica gel 60, 230-400 mesh, 0-80% ethyl acetate in h... Reactants: CC1=C(C(NC(=C1)C)=O)CNC(=O)C=1C2=C(N=C(C1)C=1CCN(CC1)C(=O)C1CCNCC1)N(N=C2)C(C)C (N-((4,6-dimethyl-2-oxo-1,2-dihydropyridin-3-yl)methyl)-1-isopropyl-6-(1-(piperidine-4-carbonyl)-1,2,3,6-tetrahydropyridin-4-yl)-1H-pyrazolo[3,4-b]pyridine-4-carboxamide), C=O (formalin), [BH3-]C#N.[Na+] (NaBH3CN). Run in CO (methanol). Run at time 10 minute. Product: CC1=C(C(NC(=C1)C)=O)CNC(=O)C=1C2=C(N=C(C1)C=1CCN(CC1)C(=O)C1CCN(CC1)C)N(N=C2)C(C)C (N-((4,6-dimethyl-2-oxo-1,2-dihydropyridin-3-yl)methyl)-1-isopropyl-6-(1-(1-methylpiperidine-4-carbonyl)-1,2,3,6-tetrahydropyridin-4-yl)-1H-pyrazolo[3,4-b]pyridine-4-carboxamide). Isolated yield 29.0%. RXN SMILES: [CH3:1][C:2]1[CH:7]=[C:6]([CH3:8])[NH:5][C:4](=[O:9])[C:3]=1[CH2:10][NH:11][C:12]([C:14]1[C:15]2[CH:36]=[N:35][N:34]([CH:37]([CH3:39])[CH3:38])[C:16]=2[N:17]=[C:18]([C:20]2[CH2:21][CH2:22][N:23]([C:26]([CH:28]3[CH2:33][CH2:32][NH:31][CH2:30][CH2:29]3)=[O:27])[CH2:24][CH:25]=2)[CH:19]=1)=[O:13].C=O.[BH3-][C:43]#N.[Na+]>CO>[CH3:1][C:2]1[CH:7]=[C:6]([CH3:8])[NH:5][C:4](=[O:9])[C:3]=1[CH2:10][NH:11][C:12]([C:14]1[C:15]2[CH:36]=[N:35][N:34]([CH:37]([CH3:39])[CH3:38])[C:16]=2[N:17]=[C:18]([C:20]2[CH2:21][CH2:22][N:23]([C:26]([CH:28]3[CH2:29][CH2:30][N:31]([CH3:43])[CH2:32][CH2:33]3)=[O:27])[CH2:24][CH:25]=2)[CH:19]=1)=[O:13] |f:2.3|. Procedure details: To a stirred solution N-((4,6-dimethyl-2-oxo-1,2-dihydropyridin-3-yl)methyl)-1-isopropyl-6-(1-(piperidine-4-carbonyl)-1,2,3,6-tetrahydropyridin-4-yl)-1H-pyrazolo[3,4-b]pyridine-4-carboxamide (1 equiv.) in methanol was added formalin (5 equiv.) stirred it at room temperature for 10 min. Then NaBH3CN (1 equiv.) was added to it Resulting reaction mixture was stirred at room temperature for 1 h. After completion of reaction, solvent was removed under reduced pressure and water was added to it. Extra... Reactants: O=C([O-])[O-], CC(C)(C)CC1NC(C(=O)Nc2ccc(I)cn2)C(c2cccc(Cl)c2F)C1(C#N)c1ccc(Cl)cc1F, [K+], [K+], CC(=O)[O-], CC(=O)[O-], CN(C)C=O, O, [Pd+2]. Yields the product CC(C)(C)CC1NC(C(=O)Nc2ccc(C(=O)O)cn2)C(c2cccc(Cl)c2F)C1(C#N)c1ccc(Cl)cc1F. As a reaction SMILES: [C:44]([O-:45])([O-:46])=[O:47].[Cl:1][c:2]1[c:3]([F:38])[c:4]([CH:8]2[CH:9]([C:28](=[O:29])[NH:30][c:31]3[n:32][cH:33][c:34]([I:37])[cH:35][cH:36]3)[NH:10][CH:11]([CH2:23][C:24]([CH3:25])([CH3:26])[CH3:27])[C:12]2([C:13]#[N:14])[c:15]2[c:16]([F:22])[cH:17][c:18]([Cl:21])[cH:19][cH:20]2)[cH:5][cH:6][cH:7]1.[K+:48].[K+:49].[O-:51][C:52]([CH3:53])=[O:54].[O-:55][C:56]([CH3:57])=[O:58].[O:39]=[CH:40][N:41]([CH3:42])[CH3:43].[OH2:59].[Pd+2:50]>>[Cl:1][c:2]1[c:3]([F:38])[c:4]([CH:8]2[CH:9]([C:28](=[O:29])[NH:30][c:31]3[n:32][cH:33][c:34]([C:44](=[O:45])[OH:46])[cH:35][cH:36]3)[NH:10][CH:11]([CH2:23][C:24]([CH3:25])([CH3:26])[CH3:27])[C:12]2([C:13]#[N:14])[c:15]2[c:16]([F:22])[cH:17][c:18]([Cl:21])[cH:19][cH:20]2)[cH:5][cH:6][cH:7]1. The reactants are CC1=C(C(=O)O)C=CC=C1OC (2-methyl-3-methoxybenzoic acid), C1(CC1)CC(CN)C=1C=NC(=NC1)C(F)(F)F (3-cyclopropyl-2-(2-(trifluoromethyl)pyrimidin-5-yl)propan-1-amine). Yields the product CC1=C(C(=O)NCC(CC2CC2)C=2C=NC(=NC2)C(F)(F)F)C=CC=C1OC (2-methyl-N-(3-cyclopropyl-2-(2-(trifluoromethyl)pyrimidin-5-yl)propyl)-3-methoxybenzamide). As a reaction SMILES: [CH3:1][C:2]1[C:10]([O:11][CH3:12])=[CH:9][CH:8]=[CH:7][C:3]=1[C:4]([OH:6])=O.[CH:13]1([CH2:16][CH:17]([C:20]2[CH:21]=[N:22][C:23]([C:26]([F:29])([F:28])[F:27])=[N:24][CH:25]=2)[CH2:18][NH2:19])[CH2:15][CH2:14]1>>[CH3:1][C:2]1[C:10]([O:11][CH3:12])=[CH:9][CH:8]=[CH:7][C:3]=1[C:4]([NH:19][CH2:18][CH:17]([C:20]1[CH:21]=[N:22][C:23]([C:26]([F:29])([F:28])[F:27])=[N:24][CH:25]=1)[CH2:16][CH:13]1[CH2:15][CH2:14]1)=[O:6]. Procedure details: From 2-methyl-3-methoxybenzoic acid and 3-cyclopropyl-2-(2-(trifluoromethyl)pyrimidin-5-yl)propan-1-amine. LCMS (MH+): m/z=394.0, tR (minutes, Method F)=2.59